This data is from the Open Reaction Database (ORD), a public repository of structured organic reaction records. The task is: describe an organic reaction: reactants, conditions, products, and yield The reactants are BrC1=CC=C(C=C1)C1(C2=CC=CC=C2C=2C=CC=CC12)C1=CC=CC=C1 (9-(4-bromophenyl)-9-phenylfluorene), C(C)(C)(C)P(C(C)(C)C)C(C)(C)C (tri(tert-butyl)phosphine), CC(C)([O-])C.[Na+] (sodium tert-butoxide), CC=1C=C(N)C=C(C1)C (3,5-dimethylaniline). Reagents/catalysts: C=1C=CC(=CC1)/C=C/C(=O)/C=C/C2=CC=CC=C2.C=1C=CC(=CC1)/C=C/C(=O)/C=C/C2=CC=CC=C2.[Pd] (bis(dibenzylideneacetone)palladium(0)). Solvent: CCCCCC (hexane), C1(=CC=CC=C1)C (toluene). Run at temperature 80 celsius, time 0.5 hour. Yields the product CC=1C=C(C=C(C1)C)NC1=CC=C(C=C1)C1(C2=CC=CC=C2C=2C=CC=CC12)C1=CC=CC=C1 (3,5-dimethylphenyl-4-(9-phenyl-9H-fluoren-9-yl)phenylamine). Yield: 92.9%. Reaction SMILES: Br[C:2]1[CH:7]=[CH:6][C:5]([C:8]2([C:21]3[CH:26]=[CH:25][CH:24]=[CH:23][CH:22]=3)[C:20]3[CH:19]=[CH:18][CH:17]=[CH:16][C:15]=3[C:14]3[C:9]2=[CH:10][CH:11]=[CH:12][CH:13]=3)=[CH:4][CH:3]=1.CC(C)([O-])C.[Na+].[CH3:33][C:34]1[CH:35]=[C:36]([CH:38]=[C:39]([CH3:41])[CH:40]=1)[NH2:37].C(P(C(C)(C)C)C(C)(C)C)(C)(C)C>C1C=CC(/C=C/C(/C=C/C2C=CC=CC=2)=O)=CC=1.C1C=CC(/C=C/C(/C=C/C2C=CC=CC=2)=O)=CC=1.[Pd].CCCCCC.C1(C)C=CC=CC=1>[CH3:33][C:34]1[CH:35]=[C:36]([NH:37][C:2]2[CH:7]=[CH:6][C:5]([C:8]3([C:21]4[CH:26]=[CH:25][CH:24]=[CH:23][CH:22]=4)[C:20]4[CH:19]=[CH:18][CH:17]=[CH:16][C:15]=4[C:14]4[C:9]3=[CH:10][CH:11]=[CH:12][CH:13]=4)=[CH:4][CH:3]=2)[CH:38]=[C:39]([CH3:41])[CH:40]=1 |f:1.2,5.6.7|. Procedure details: In a 200 mL three-neck flask were put 3.6 g (9.1 mmol) of 9-(4-bromophenyl)-9-phenylfluorene and 2.7 g (27.7 mmol) of sodium tert-butoxide. The air in the flask was replaced with nitrogen. To this mixture were added 46.0 mL of toluene and 1.2 mL (9.6 mmol) of 3,5-dimethylaniline. The temperature of this mixture was set to 60° C., and 53.2 mg (0.1 mmol) of bis(dibenzylideneacetone)palladium(0) was added to the mixture. The temperature of the mixture was raised to 80° C., followed by stirring for ... Reactants: FC(C(=O)O)(F)F (trifluoracetic acid), FC1=C(C=CC=C1)C1=CC(=CN1S(=O)(=O)C1=CC(=CC=C1)OCC1(CC1)C(NC)=O)CN(C(OC(C)(C)C)=O)C (tert-butyl ((5-(2-fluorophenyl)-1-((3-((1-(methylcarbamoyl)cyclopropyl)methoxy)phenyl)sulfonyl)-1H-pyrrol-3-yl)methyl)(methyl)carbamate), C([O-])(O)=O.[Na+] (sodium bicarbonate). Solvent: ClCCl (dichloromethane). Conditions: time 1 hour. Product: FC1=C(C=CC=C1)C=1N(C=C(C1)CNC)S(=O)(=O)C=1C=C(OCC2(CC2)C(=O)NC)C=CC1 (1-((3-((2-(2-fluorophenyl)-4-((methylamino)methyl)-1H-pyrrol-1-yl)sulfonyl)phenoxy)methyl)-N-methylcyclopropylcarboxamide). As a reaction SMILES: [F:1][C:2]1[CH:7]=[CH:6][CH:5]=[CH:4][C:3]=1[C:8]1[N:12]([S:13]([C:16]2[CH:21]=[CH:20][CH:19]=[C:18]([O:22][CH2:23][C:24]3([C:27](=[O:30])[NH:28][CH3:29])[CH2:26][CH2:25]3)[CH:17]=2)(=[O:15])=[O:14])[CH:11]=[C:10]([CH2:31][N:32](C)[C:33](=O)OC(C)(C)C)[CH:9]=1.FC(F)(F)C(O)=O.C(=O)(O)[O-].[Na+]>ClCCl>[F:1][C:2]1[CH:7]=[CH:6][CH:5]=[CH:4][C:3]=1[C:8]1[N:12]([S:13]([C:16]2[CH:17]=[C:18]([CH:19]=[CH:20][CH:21]=2)[O:22][CH2:23][C:24]2([C:27]([NH:28][CH3:29])=[O:30])[CH2:25][CH2:26]2)(=[O:15])=[O:14])[CH:11]=[C:10]([CH2:31][NH:32][CH3:33])[CH:9]=1 |f:2.3|. Procedure details: tert-Butyl ((5-(2-fluorophenyl)-1-((3-((1-(methylcarbamoyl)cyclopropyl)methoxy)phenyl)sulfonyl)-1H-pyrrol-3-yl)methyl)(methyl)carbamate 5d (100 mg, 0.18 mmol) was dissolved in 3 mL of dichloromethane, followed by addition of 1 mL of trifluoracetic acid, and then the reaction solution was stirred for 1 h. 10 mL of saturated sodium bicarbonate solution were added, and the reaction solution was extracted with dichloromethane (20 mL×2). The organic phases were combined, dried over anhydrous sodium s... The reactants are ClC(C(=O)OCC)C(=O)C (ethyl 2-chloroacetoacetate), [H-].[Na+] (sodium hydride), Cl (hydrochloric acid), BrCC1=CC=C(C=C1)CC(C)=O (4-(bromomethyl)phenylpropan-2-one), ethylene ketal, ice water. The solvent is CN(C=O)C (dimethylformamide), CN(C=O)C (dimethylformamide). Conditions: time 0.5 hour. The product is C(C(=O)C)C1=CC=C(C=C1)CC(C(=O)OCC)Cl (ethyl 3-(4-acetonylphenyl)-2-chloropropionate), ethylene ketal. RXN SMILES: [Cl:1][CH:2]([C:8]([CH3:10])=O)[C:3]([O:5][CH2:6][CH3:7])=[O:4].[H-].[Na+].BrCC1[CH:20]=[CH:19][C:18]([CH2:21][C:22](=[O:24])[CH3:23])=[CH:17][CH:16]=1.Cl>CN(C)C=O>[CH2:21]([C:18]1[CH:19]=[CH:20][C:10]([CH2:8][CH:2]([Cl:1])[C:3]([O:5][CH2:6][CH3:7])=[O:4])=[CH:16][CH:17]=1)[C:22]([CH3:23])=[O:24] |f:1.2|. Procedure details: A solution of ethyl 2-chloroacetoacetate (8.25 g) in dry dimethylformamide was treated with sodium hydride (1.3 g and stirred at ambient temperature for 0.5 h. A solution of 4-(bromomethyl)phenylpropan-2-one, ethylene ketal (12.0 g) in dry dimethylformamide (20 ml) was then added and the mixture was heated at 70° C. for 4 h. The reaction mixture was cooled, poured into ice/water, acidified with 2N-hydrochloric acid, extracted with ethyl acetate (4×50 ml) and the combined organic extracts dried (... The reactants are N(=[N+]=[N-])C=1C=NC=CC1 (3-Azidopyridine), C(#C)C=1CCN(CC1)C(=O)OC(C)(C)C (tert-butyl 4-ethynyl-1,2,3,6-tetrahydropyridine-1-carboxylate). Solvent: C1(=CC=CC=C1)C (toluene). The product is N1=CC(=CC=C1)N1N=NC(=C1)C=1CCN(CC1)C(=O)OC(C)(C)C (tert-Butyl 4-[1-(pyridin-3-yl)-1H-[1,2,3]triazol-4-yl]-1,2,3,6-tetrahydropyridine-1-carboxylate). Yield: 12.4%. As a reaction SMILES: [N:1]([C:4]1[CH:5]=[N:6][CH:7]=[CH:8][CH:9]=1)=[N+:2]=[N-:3].[C:10]([C:12]1[CH2:13][CH2:14][N:15]([C:18]([O:20][C:21]([CH3:24])([CH3:23])[CH3:22])=[O:19])[CH2:16][CH:17]=1)#[CH:11]>C1(C)C=CC=CC=1>[N:6]1[CH:7]=[CH:8][CH:9]=[C:4]([N:1]2[CH:11]=[C:10]([C:12]3[CH2:17][CH2:16][N:15]([C:18]([O:20][C:21]([CH3:24])([CH3:23])[CH3:22])=[O:19])[CH2:14][CH:13]=3)[N:3]=[N:2]2)[CH:5]=1. Reported procedure: 3-Azidopyridine (460 mg) prepared in Example 2 and 620 mg of tert-butyl 4-ethynyl-1,2,3,6-tetrahydropyridine-1-carboxylate were dissolved in 8 ml of toluene and the solution was heated to reflux for 20 hours. The reaction solution was returned to room temperature and the solvent was evaporated in vacuo. The resulting residue was separated and produced by a silica gel chromatography (chloroform/methanol=100/1) to give 121 mg of the title compound as a white solid. The reactants are COC1=CC=C(C=C1)C=1N=NC(=CC1C1=CC=C(C=C1)OC)Cl (3,4-bis(4-methoxyphenyl)-6-chloropyridazine), C(C1=CC=CC=C1)N (benzylamine). Product: C(C1=CC=CC=C1)NC1=CC(=C(N=N1)C1=CC=C(C=C1)OC)C1=CC=C(C=C1)OC (6-benzylamino-3,4-bis(4-methoxyphenyl)pyridazine). As a reaction SMILES: [CH3:1][O:2][C:3]1[CH:8]=[CH:7][C:6]([C:9]2[N:10]=[N:11][C:12](Cl)=[CH:13][C:14]=2[C:15]2[CH:20]=[CH:19][C:18]([O:21][CH3:22])=[CH:17][CH:16]=2)=[CH:5][CH:4]=1.[CH2:24]([NH2:31])[C:25]1[CH:30]=[CH:29][CH:28]=[CH:27][CH:26]=1>>[CH2:24]([NH:31][C:12]1[N:11]=[N:10][C:9]([C:6]2[CH:7]=[CH:8][C:3]([O:2][CH3:1])=[CH:4][CH:5]=2)=[C:14]([C:15]2[CH:20]=[CH:19][C:18]([O:21][CH3:22])=[CH:17][CH:16]=2)[CH:13]=1)[C:25]1[CH:30]=[CH:29][CH:28]=[CH:27][CH:26]=1. Procedure: In a similar manner as in Example 3,4-bis(4-methoxyphenyl)-6-chloropyridazine (300 mg, 0.918 mmol) and benzylamine were reacted as starting materials at 120° C. for 19 hours and post-treatment was then conducted, whereby the title compound was obtained as colorless prisms (365 mg, quantitative). Melting point: 125.4-126.3° C. (ethyl acetate-hexane).